This data is from the Open Reaction Database (ORD), a public repository of structured organic reaction records. The task is: describe an organic reaction: reactants, conditions, products, and yield Reactants: C(=C)[Mg]Br (vinylmagnesium bromide), enone, C(=O)(OC)CC1(CCC=CC1=O)CC (6-carbomethoxymethyl-6-ethyl-2-cyclohexen-1-one), CuBr, S(C)C (Me2S), S(C)C (Me2S). Run in C1CCOC1 (THF). The product is C(=O)(OC)CC1(C(CC(CC1)C=C)=O)CC (2-Carbomethoxymethyl-5-ethenyl-2-ethylcyclohexanone). Isolated yield 69.0%. RXN SMILES: [C:1]([CH2:5][C:6]1([CH2:13][CH3:14])[C:11](=[O:12])[CH:10]=[CH:9][CH2:8][CH2:7]1)([O:3][CH3:4])=[O:2].S(C)C.[CH:18]([Mg]Br)=[CH2:19]>C1COCC1>[C:1]([CH2:5][C:6]1([CH2:13][CH3:14])[CH2:7][CH2:8][CH:9]([CH:18]=[CH2:19])[CH2:10][C:11]1=[O:12])([O:3][CH3:4])=[O:2]. Procedure: The enone, 6-carbomethoxymethyl-6-ethyl-2-cyclohexen-1-one, prepared by the process of Step (c) (58.1 mmol, 11.4 g), 5.81 mmol (1.194 g) of CuBr.Me2S and 11.7 ml of Me2S were stirred in 176 ml of THF at -40° C. under nitrogen and treated with 58.1 mmol (58.1 ml of 1M solution in THF) of vinylmagnesium bromide added dropwise over 45 minutes. The reaction was then quenched with 200 ml of 1M HCl (aq.) and extracted with 5×100 ml of petroleum ether. Drying (MgSO4) and flash chromatography afforded 8... The reactants are IC=1C(=NC(=NC1)OC)OC (5-Iodo-2,4-dimethoxy-pyrimidine), FC=1C=NC=CC1B(O)O (3-fluoropyridine-4-boronic acid), C(=O)([O-])[O-].[Na+].[Na+] (Na2CO3), C1=CC=C(C=C1)P(C2=CC=CC=C2)C3=CC=CC=C3 (PPh3). Reagents/catalysts: CC(=O)[O-].CC(=O)[O-].[Pd+2] (Pd(OAc)2). Solvent: C(CC)O (n-PrOH). Product: FC=1C=NC=CC1C=1C(=NC(=NC1)OC)OC (5-(3-Fluoro-pyridin-4-yl)-2,4-dimethoxy-pyrimidine). Isolated yield 93.0%. Reaction SMILES: I[C:2]1[C:3]([O:10][CH3:11])=[N:4][C:5]([O:8][CH3:9])=[N:6][CH:7]=1.[F:12][C:13]1[CH:14]=[N:15][CH:16]=[CH:17][C:18]=1B(O)O.C([O-])([O-])=O.[Na+].[Na+].C1C=CC(P(C2C=CC=CC=2)C2C=CC=CC=2)=CC=1>C(O)CC.CC([O-])=O.CC([O-])=O.[Pd+2]>[F:12][C:13]1[CH:14]=[N:15][CH:16]=[CH:17][C:18]=1[C:2]1[C:3]([O:10][CH3:11])=[N:4][C:5]([O:8][CH3:9])=[N:6][CH:7]=1 |f:2.3.4,7.8.9|. Procedure: 5-Iodo-2,4-dimethoxy-pyrimidine (commercially available from Matrix, 905 mg, 3.4 mmol) was dissolved in degassed n-PrOH (24 ml) and then 3-fluoropyridine-4-boronic acid (715 mg, 5.1 mmol), Na2CO3 (721 mg, 6.8 mmol), PPh3 (84 mg, 0.34 mmol) and Pd(OAc)2 (40 mg) were added. The suspension was stirred at reflux for 1.5 hours. The solvent was evaporated under vacuum and the crude was partitioned between water and ethyl acetate. The organic phase was dried (Na2SO4) and evaporated. The crude was purif...